This data is from the Open Reaction Database (ORD), a public repository of structured organic reaction records. The task is: describe an organic reaction: reactants, conditions, products, and yield Starting materials: [H-].[Na+] (Sodium hydride), CC1=NN=C2N1C1=C(C=C2)NC(=C1)C (1,7-dimethyl-6H-pyrrolo[2,3-e][1,2,4]triazolo[4,3-a]pyridine), Br.BrCC=1C=NC=CC1 (3-(bromomethyl)pyridine hydrobromide). Run in CN(C)C=O (DMF), CN(C)C=O (DMF). Reaction conditions: time 10 minute. The product is CC1=NN=C2N1C1=C(C=C2)N(C(=C1)C)CC=1C=NC=CC1 (1,7-dimethyl-6-(pyridin-3-ylmethyl)-6H-pyrrolo[2,3-e][1,2,4]triazolo[4,3-a]pyridine). Reaction SMILES: [H-].[Na+].[CH3:3][C:4]1[N:8]2[C:9]3[CH:15]=[C:14]([CH3:16])[NH:13][C:10]=3[CH:11]=[CH:12][C:7]2=[N:6][N:5]=1.Br.Br[CH2:19][C:20]1[CH:21]=[N:22][CH:23]=[CH:24][CH:25]=1>CN(C=O)C>[CH3:3][C:4]1[N:8]2[C:9]3[CH:15]=[C:14]([CH3:16])[N:13]([CH2:19][C:20]4[CH:21]=[N:22][CH:23]=[CH:24][CH:25]=4)[C:10]=3[CH:11]=[CH:12][C:7]2=[N:6][N:5]=1 |f:0.1,3.4|. Procedure details: Sodium hydride (13 mg, 0.32 mmol, 60% in mineral oil) was added to a solution of 1,7-dimethyl-6H-pyrrolo[2,3-e][1,2,4]triazolo[4,3-a]pyridine (20 mg, 0.1 mmol, from Example 2, Step 5) in DMF (3.0 mL). After stirring for 10 minutes, a solution of 3-(bromomethyl)pyridine hydrobromide (0.027 g, 0.11 mmol, Aldrich) in DMF (0.3 mL) was added. The mixture was stirred for 45 minutes and then quenched by the addition of water, diluted to 5 mL with MeCN, filtered and purified by preparative HPLC-MS (Wate... Yields the product C(C)(C)(CC)S=P(CC)(Cl)Cl (S-tert-amyl ethylphosphonothioic chloride). Reaction SMILES: [CH2:1]([C:3]([SH:6])([CH3:5])[CH3:4])[CH3:2].[CH2:7]([P:9]([Cl:12])([Cl:11])=O)[CH3:8]>>[C:3]([SH:6]=[P:9]([Cl:12])([Cl:11])[CH2:7][CH3:8])([CH2:1][CH3:2])([CH3:5])[CH3:4]. Reported procedure: In a manner similar to that of Example 1, 2-ethyl-2-propanethiol was reacted with ethylphosphonic dichloride to obtain the title compound. Starting materials: C(C)C(C)(C)S (2-ethyl-2-propanethiol), C(C)P(=O)(Cl)Cl (ethylphosphonic dichloride). The reactants are BrCC(COC=1SC(=CN1)C(N(C)C)=O)O (2-(3-Bromo-2-hydroxypropoxy)-5-(N,N-dimethylcarbamoyl)thiazole), C1(C=2C(C(N1)=O)=CC=CC2)=O.[K] (potassium phthalimide). Run in CN(C=O)C (N,N-dimethylformamide). The product is C1(C=2C(C(N1CC(COC=1SC(=CN1)C(N(C)C)=O)O)=O)=CC=CC2)=O (2-(3-Phthalimido-2-hydroxypropoxy)-5-(N,N-dimethylcarbamoyl)thiazole). Reaction SMILES: Br[CH2:2][CH:3]([OH:16])[CH2:4][O:5][C:6]1[S:7][C:8]([C:11](=[O:15])[N:12]([CH3:14])[CH3:13])=[CH:9][N:10]=1.[C:17]1(=[O:27])[NH:21][C:20](=[O:22])[C:19]2=[CH:23][CH:24]=[CH:25][CH:26]=[C:18]12.[K]>CN(C)C=O>[C:17]1(=[O:27])[N:21]([CH2:2][CH:3]([OH:16])[CH2:4][O:5][C:6]2[S:7][C:8]([C:11](=[O:15])[N:12]([CH3:14])[CH3:13])=[CH:9][N:10]=2)[C:20](=[O:22])[C:19]2=[CH:23][CH:24]=[CH:25][CH:26]=[C:18]12 |f:1.2,^1:27|. Reported procedure: By a procedure analogous to Example 2 the product from Example 7 can be reacted with potassium phthalimide in N,N-dimethylformamide to give the solid title compound. Reactants: CC(=O)O[BH-](OC(C)=O)OC(C)=O, CN(Cc1ccccc1)C1CCNCC1, CC(=O)O, ClCCl, O=Cc1ccc(OCCCN2CCCCC2)cc1, [Na+], [Na+], [OH-]. Reaction SMILES: [C:34]([O:35][BH-:36]([O:37][C:38](=[O:39])[CH3:40])[O:41][C:42](=[O:43])[CH3:44])(=[O:45])[CH3:46].[CH2:19]([c:20]1[cH:21][cH:22][cH:23][cH:24][cH:25]1)[N:26]([CH:27]1[CH2:28][CH2:29][NH:30][CH2:31][CH2:32]1)[CH3:33].[CH3:53][C:54](=[O:55])[OH:56].[Cl:50][CH2:51][Cl:52].[N:1]1([CH2:7][CH2:8][CH2:9][O:10][c:11]2[cH:12][cH:13][c:14]([CH:15]=[O:16])[cH:17][cH:18]2)[CH2:2][CH2:3][CH2:4][CH2:5][CH2:6]1.[Na+:47].[Na+:49].[OH-:48]>>[N:1]1([CH2:7][CH2:8][CH2:9][O:10][c:11]2[cH:12][cH:13][c:14]([CH2:15][N:30]3[CH2:29][CH2:28][CH:27]([N:26]([CH2:19][c:20]4[cH:21][cH:22][cH:23][cH:24][cH:25]4)[CH3:33])[CH2:32][CH2:31]3)[cH:17][cH:18]2)[CH2:2][CH2:3][CH2:4][CH2:5][CH2:6]1. Yields the product CN(Cc1ccccc1)C1CCN(Cc2ccc(OCCCN3CCCCC3)cc2)CC1.